Dataset: the Open Reaction Database (ORD), a public repository of structured organic reaction records. Task: describe an organic reaction: reactants, conditions, products, and yield Starting materials: BrC1=CN=C(S1)C (5-bromo-2-methyl-1,3-thiazole), C([O-])([O-])=O.[Cs+].[Cs+] (cesium carbonate), BrC=1C(=NC(=NC1)C)OC[C@@H]1[C@H](C1)C1=NC=C(C=C1)OC (5-bromo-4-{[(1S,2S)-2-(5-methoxypyridin-2-yl)cyclopropyl]-methoxy}-2-methylpyrimidine), B1(OC(C(O1)(C)C)(C)C)B2OC(C(O2)(C)C)(C)C (bis(pinacolato)diboron), C(C)(=O)[O-].[K+] (potassium acetate). The reagents and catalysts are C1=CC=C(C=C1)P([C-]2C=CC=C2)C3=CC=CC=C3.C1=CC=C(C=C1)P([C-]2C=CC=C2)C3=CC=CC=C3.Cl[Pd]Cl.[Fe+2] (PdCl2(dppf)). Solvent: CCOC(=O)C (EtOAc), O1CCOCC1 (dioxane), O1CCOCC1 (dioxane). Reaction conditions: temperature 120 celsius. Yields the product COC=1C=CC(=NC1)[C@@H]1[C@H](C1)COC1=NC(=NC=C1C1=CN=C(S1)C)C (4-{[(1S,2S)-2-(5-methoxypyridin-2-yl)cyclopropyl]methoxy}-2-methyl-5-(2-methyl-1,3-thiazol-5-yl)pyrimidine). RXN SMILES: Br[C:2]1[C:3]([O:9][CH2:10][C@H:11]2[CH2:13][C@@H:12]2[C:14]2[CH:19]=[CH:18][C:17]([O:20][CH3:21])=[CH:16][N:15]=2)=[N:4][C:5]([CH3:8])=[N:6][CH:7]=1.B1(B2OC(C)(C)C(C)(C)O2)OC(C)(C)C(C)(C)O1.C([O-])(=O)C.[K+].Br[C:46]1[S:50][C:49]([CH3:51])=[N:48][CH:47]=1.C(=O)([O-])[O-].[Cs+].[Cs+]>O1CCOCC1.CCOC(C)=O.C1C=CC(P(C2C=CC=CC=2)[C-]2C=CC=C2)=CC=1.C1C=CC(P(C2C=CC=CC=2)[C-]2C=CC=C2)=CC=1.Cl[Pd]Cl.[Fe+2]>[CH3:21][O:20][C:17]1[CH:18]=[CH:19][C:14]([C@H:12]2[CH2:13][C@@H:11]2[CH2:10][O:9][C:3]2[C:2]([C:46]3[S:50][C:49]([CH3:51])=[N:48][CH:47]=3)=[CH:7][N:6]=[C:5]([CH3:8])[N:4]=2)=[N:15][CH:16]=1 |f:2.3,5.6.7,10.11.12.13|. Reported procedure: A mixture of 5-bromo-4-{[(1S,2S)-2-(5-methoxypyridin-2-yl)cyclopropyl]-methoxy}-2-methylpyrimidine (MM3) (35 mg, 0.10 mmol), bis(pinacolato)diboron (27.9 mg, 0.11 mmol), potassium acetate (39 mg, 0.40 mmol) and PdCl2(dppf) (14.6 mg, 0.020 mmol) in dioxane (0.6 mL) under N2 was heated at 120° C. for 2 hours. A solution of 5-bromo-2-methyl-1,3-thiazole (26.7 mg, 0.15 mmol) in dioxane (0.2 mL) was added followed by aqueous cesium carbonate (2 M, 0.15 mL, 0.30 mmol). The resulting mixture was heated... Procedure details: tert-Butyl 3-(4-acetoxymethylphenyl)-2-hydroxyimino-3-oxopropionate (33.9 g) and 4-nitrobenzylamine (19.3 g) were reacted and treated in the same manner as in Starting Material Synthetic Example 1 to give tert-butyl 5-(4-acetoxymethylphenyl)-2-(4-nitrophenyl)-imidazole-4-carboxylate (7.07 g), melting point 178-180° C. (decomposition). Reaction SMILES: [C:1]([O:4][CH2:5][C:6]1[CH:11]=[CH:10][C:9]([C:12](=O)[C:13](=[N:21]O)[C:14]([O:16][C:17]([CH3:20])([CH3:19])[CH3:18])=[O:15])=[CH:8][CH:7]=1)(=[O:3])[CH3:2].[N+:24]([C:27]1[CH:34]=[CH:33][C:30]([CH2:31][NH2:32])=[CH:29][CH:28]=1)([O-:26])=[O:25]>>[C:1]([O:4][CH2:5][C:6]1[CH:7]=[CH:8][C:9]([C:12]2[NH:32][C:31]([C:30]3[CH:29]=[CH:28][C:27]([N+:24]([O-:26])=[O:25])=[CH:34][CH:33]=3)=[N:21][C:13]=2[C:14]([O:16][C:17]([CH3:18])([CH3:19])[CH3:20])=[O:15])=[CH:10][CH:11]=1)(=[O:3])[CH3:2]. Starting materials: C(C)(=O)OCC1=CC=C(C=C1)C(C(C(=O)OC(C)(C)C)=NO)=O (tert-Butyl 3-(4-acetoxymethylphenyl)-2-hydroxyimino-3-oxopropionate), [N+](=O)([O-])C1=CC=C(CN)C=C1 (4-nitrobenzylamine). Isolated yield 15.3%. Yields the product C(C)(=O)OCC1=CC=C(C=C1)C1=C(N=C(N1)C1=CC=C(C=C1)[N+](=O)[O-])C(=O)OC(C)(C)C (tert-butyl 5-(4-acetoxymethylphenyl)-2-(4-nitrophenyl)-imidazole-4-carboxylate). The reactants are C(=O)(OC(C)(C)C)N1CCC(CC1)CCCOC1=NOC(=C1)C(=O)O (3-[3-(N-BOC-Piperidin-4-yl)propyloxy]isoxazole-5-carboxylic acid), NC[C@@H](C(=O)OC)NS(=O)(=O)CCCC (Methyl 3-Amino-2(S)-n-butylsulfonylaminopropionate), C=1C=CC2=C(C1)N=NN2O (HOBT), N(C(C)C)(C(C)C)CC (N(i-Pr)2Et), C(CCl)Cl (EDC). Run in CN(C)C=O (DMF). Product: COC([C@H](CNC(=O)C1=CC(=NO1)OCCCC1CCN(CC1)C(=O)OC(C)(C)C)NS(=O)(=O)CCCC)=O (3-[3-(N-Boc-Piperidin-4-yl)propyloxy]isoxazole-5-carbonyl-2(S)-butylsulfonylamino-β-alanine methyl ester). RXN SMILES: [C:1]([N:8]1[CH2:13][CH2:12][CH:11]([CH2:14][CH2:15][CH2:16][O:17][C:18]2[CH:22]=[C:21]([C:23]([OH:25])=O)[O:20][N:19]=2)[CH2:10][CH2:9]1)([O:3][C:4]([CH3:7])([CH3:6])[CH3:5])=[O:2].[NH2:26][CH2:27][C@H:28]([NH:33][S:34]([CH2:37][CH2:38][CH2:39][CH3:40])(=[O:36])=[O:35])[C:29]([O:31][CH3:32])=[O:30].C1C=CC2N(O)N=NC=2C=1.N(CC)(C(C)C)C(C)C.C(Cl)CCl>CN(C=O)C>[CH3:32][O:31][C:29](=[O:30])[C@@H:28]([NH:33][S:34]([CH2:37][CH2:38][CH2:39][CH3:40])(=[O:36])=[O:35])[CH2:27][NH:26][C:23]([C:21]1[O:20][N:19]=[C:18]([O:17][CH2:16][CH2:15][CH2:14][CH:11]2[CH2:10][CH2:9][N:8]([C:1]([O:3][C:4]([CH3:7])([CH3:5])[CH3:6])=[O:2])[CH2:13][CH2:12]2)[CH:22]=1)=[O:25]. Procedure: A stirred solution of 3-7 (142 mg, 0.4 mmol), 2-9 (110 mg, 0.4 mmol), HOBT (61 mg, 0.4 mmol), N(i-Pr)2Et (216 μL, 1.2 mmol) and DMF (7 mL) at -15° C. was treated with EDC (77 mg, 0.4 mmol) followed by removal of the cooling bath. After 20 h. the reaction mixture concentrated followed by dilution with EtOAc. The EtOAc solution was washed with 1M NaHSO4, and brine, dried (MgSO4), and concentrated. Flash chromatography (silica, 10% to 20% acetone/CH2Cl2) to give 3-8 as a viscous gum. Rf 0.64 (silic... Reactants: CCN(C(C)C)C(C)C, C1COCCO1, COC(=O)C(N)CO, CCOC(C)=O, CCOC(=O)C1=C(O)c2cc(Cl)ccc2C2(CCOCC2)C1=O, Cl. The product is COC(=O)C(CO)NC(=O)C1=C(O)c2cc(Cl)ccc2C2(CCOCC2)C1=O. Reaction SMILES: [CH2:24]([N:25]([CH:26]([CH3:27])[CH3:28])[CH:29]([CH3:30])[CH3:31])[CH3:32].[CH2:42]1[O:43][CH2:44][CH2:45][O:46][CH2:47]1.[CH3:34][O:35][C:36]([CH:37]([NH2:38])[CH2:39][OH:40])=[O:41].[CH3:48][CH2:49][O:50][C:51]([CH3:52])=[O:53].[Cl:1][c:2]1[cH:3][c:4]2[c:9]([cH:10][cH:11]1)[C:8]1([C:7](=[O:17])[C:6]([C:18](=[O:19])[O:20][CH2:21][CH3:22])=[C:5]2[OH:23])[CH2:12][CH2:13][O:14][CH2:15][CH2:16]1.[ClH:33]>>[Cl:1][c:2]1[cH:3][c:4]2[c:9]([cH:10][cH:11]1)[C:8]1([C:7](=[O:17])[C:6]([C:18](=[O:19])[NH:38][CH:37]([C:36]([O:35][CH3:34])=[O:41])[CH2:39][OH:40])=[C:5]2[OH:23])[CH2:12][CH2:13][O:14][CH2:15][CH2:16]1. The reactants are CS(=O)(=O)CCO, CN1CCc2c(F)ccc([N+](=O)[O-])c2C1=O, [H-], [Na+], CN(C)C=O. Yields the product CN1CCc2c(O)ccc([N+](=O)[O-])c2C1=O. As a reaction SMILES: [CH3:17][S:18](=[O:19])([CH2:20][CH2:21][OH:22])=[O:23].[F:1][c:2]1[c:3]2[c:8]([c:9]([N+:12](=[O:13])[O-:14])[cH:10][cH:11]1)[C:7](=[O:15])[N:6]([CH3:16])[CH2:5][CH2:4]2.[H-:24].[Na+:25].[O:26]=[CH:27][N:28]([CH3:29])[CH3:30]>>[c:2]1([OH:19])[c:3]2[c:8]([c:9]([N+:12](=[O:13])[O-:14])[cH:10][cH:11]1)[C:7](=[O:15])[N:6]([CH3:16])[CH2:5][CH2:4]2.